From a dataset of the Open Reaction Database (ORD), a public repository of structured organic reaction records. describe an organic reaction: reactants, conditions, products, and yield Starting materials: c1ccc(Cc2nc(-c3ccncc3)cs2)cc1, CCCCCC[N+](CCCCCC)(CCCCCC)CCCCCC, [I-], [K+], O=[Mn](=O)(=O)[O-], O, c1ccccc1. Yields the product O=C(c1ccccc1)c1nc(-c2ccncc2)cs1. As a reaction SMILES: [CH2:1]([c:2]1[cH:3][cH:4][cH:5][cH:6][cH:7]1)[c:8]1[s:9][cH:10][c:11](-[c:13]2[cH:14][cH:15][n:16][cH:17][cH:18]2)[n:12]1.[CH2:33]([N+:34]([CH2:35][CH2:36][CH2:37][CH2:38][CH2:39][CH3:40])([CH2:41][CH2:42][CH2:43][CH2:44][CH2:45][CH3:46])[CH2:47][CH2:48][CH2:49][CH2:50][CH2:51][CH3:52])[CH2:53][CH2:54][CH2:55][CH2:56][CH3:57].[I-:32].[K+:24].[Mn:19](=[O:20])([O-:21])(=[O:22])=[O:23].[OH2:31].[cH:25]1[cH:26][cH:27][cH:28][cH:29][cH:30]1>>[C:1]([c:2]1[cH:3][cH:4][cH:5][cH:6][cH:7]1)([c:8]1[s:9][cH:10][c:11](-[c:13]2[cH:14][cH:15][n:16][cH:17][cH:18]2)[n:12]1)=[O:20].